Dataset: the Open Reaction Database (ORD), a public repository of structured organic reaction records. Task: describe an organic reaction: reactants, conditions, products, and yield The reactants are CN1N=CC2=C1CN(C2)C(C2=CC=CC=C2)(C2=CC=CC=C2)C2=CC=CC=C2 (1-methyl-5-trityl-1,4,5,6-tetrahydropyrrolo[3,4-c]pyrazole), Cl (hydrochloric acid). Reaction conditions: time 1.5 hour. Product: CN1N=CC2=C1CNC2 (1-methyl-1,4,5,6-tetrahydropyrrolo[3,4-c]pyrazole). As a reaction SMILES: [CH3:1][N:2]1[C:6]2[CH2:7][N:8](C(C3C=CC=CC=3)(C3C=CC=CC=3)C3C=CC=CC=3)[CH2:9][C:5]=2[CH:4]=[N:3]1.Cl>>[CH3:1][N:2]1[C:6]2[CH2:7][NH:8][CH2:9][C:5]=2[CH:4]=[N:3]1. Reported procedure: 1-Methyl-5-trityl-1,4,5,6-tetrahydropyrrolo[3,4-c]pyrazole (670 mg) obtained in Step A above was treated with 4N hydrochloric acid (4 mL). After 1.5 h, the reaction mixture was concentrated. The residue was purified on a Biotage Horizon® system (silica, gradient 10-19% methanol containing 10% concentrated ammonium hydroxide in dichloromethane) to yield 1-methyl-1,4,5,6-tetrahydropyrrolo[3,4-c]pyrazole. LC-MS 124.1 (M+1).